From a dataset of the Open Reaction Database (ORD), a public repository of structured organic reaction records. describe an organic reaction: reactants, conditions, products, and yield Reactants: ClC1=C2C=CC=CC2=C(C2=CC=CC=C12)C1=CC=CC2=CC=CC=C12 (10-chloro-9-α-naphthylanthracene), C1(=CC=C(C=C1)NC1=CC=C(C=C1)C)C (di-p-tolylamine), C([O-])([O-])=O.[K+].[K+] (potassium carbonate), [N+](=O)([O-])C1=CC=CC=C1 (nitrobenzene). The reagents and catalysts are [Cu] (copper). Run in C1(=CC=CC=C1)C (toluene). Product: C1(=CC=C(C=C1)N(C1=C2C=CC=CC2=C(C2=CC=CC=C12)C1=CC=CC2=CC=CC=C12)C1=CC=C(C=C1)C)C (10-di-p-tolylamino-9-α-naphthylanthracene). RXN SMILES: Cl[C:2]1[C:15]2[C:10](=[CH:11][CH:12]=[CH:13][CH:14]=2)[C:9]([C:16]2[C:25]3[C:20](=[CH:21][CH:22]=[CH:23][CH:24]=3)[CH:19]=[CH:18][CH:17]=2)=[C:8]2[C:3]=1[CH:4]=[CH:5][CH:6]=[CH:7]2.[C:26]1([CH3:40])[CH:31]=[CH:30][C:29]([NH:32][C:33]2[CH:38]=[CH:37][C:36]([CH3:39])=[CH:35][CH:34]=2)=[CH:28][CH:27]=1.C(=O)([O-])[O-].[K+].[K+].[N+](C1C=CC=CC=1)([O-])=O>[Cu].C1(C)C=CC=CC=1>[C:36]1([CH3:39])[CH:35]=[CH:34][C:33]([N:32]([C:29]2[CH:30]=[CH:31][C:26]([CH3:40])=[CH:27][CH:28]=2)[C:2]2[C:15]3[C:10](=[CH:11][CH:12]=[CH:13][CH:14]=3)[C:9]([C:16]3[C:25]4[C:20](=[CH:21][CH:22]=[CH:23][CH:24]=4)[CH:19]=[CH:18][CH:17]=3)=[C:8]3[C:3]=2[CH:4]=[CH:5][CH:6]=[CH:7]3)=[CH:38][CH:37]=1 |f:2.3.4|. Reported procedure: In a flask were 9-α-naphthylanthracene and an equivalent amount of N-bromosuccinimide, and the reaction mixture was stirred overnight and then filtered. The filtrate was passed through a column filled with alumina. Chloroform was evaporated from the solution under a reduced pressure, and then the residue was recrystallized from petroleum ether, to give 10-chloro-9-α-naphthylanthracene. Then, in a three-necked flask were placed 10-chloro-9-α-naphthylanthracene, an equivalent amount of di-p-tolyla... The reactants are CN(C)C=O, Cc1cc(O)ccc1CCCCn1ccnn1, Cc1nc(-c2ccc(Cl)cc2)ccc1CCl, [H-], [Na+], O. Product: Cc1cc(OCc2ccc(-c3ccc(Cl)cc3)nc2C)ccc1CCCCn1ccnn1. RXN SMILES: [CH3:37][N:38]([CH3:39])[CH:40]=[O:41].[CH3:3][c:4]1[cH:5][c:6]([OH:19])[cH:7][cH:8][c:9]1[CH2:10][CH2:11][CH2:12][CH2:13][n:14]1[n:15][n:16][cH:17][cH:18]1.[Cl:20][CH2:21][c:22]1[c:23]([CH3:35])[n:24][c:25](-[c:28]2[cH:29][cH:30][c:31]([Cl:34])[cH:32][cH:33]2)[cH:26][cH:27]1.[H-:1].[Na+:2].[OH2:36]>>[CH3:3][c:4]1[cH:5][c:6]([O:19][CH2:21][c:22]2[c:23]([CH3:35])[n:24][c:25](-[c:28]3[cH:29][cH:30][c:31]([Cl:34])[cH:32][cH:33]3)[cH:26][cH:27]2)[cH:7][cH:8][c:9]1[CH2:10][CH2:11][CH2:12][CH2:13][n:14]1[n:15][n:16][cH:17][cH:18]1.